From a dataset of the Open Reaction Database (ORD), a public repository of structured organic reaction records. describe an organic reaction: reactants, conditions, products, and yield Procedure details: A solution of 6-methoxy-3-methylbenzo[b]thiophene-2-carboxylic acid (7.50 g.) in methanol (400 ml.) was saturated with hydrogen chloride gas and the solution was heated under reflux for 2 hours and then evaporated. The residue was dissolved in ethyl acetate and the solution was washed successively with water, sodium bicarbonate solution, water and dried (Na2SO4). Evaporation of the solvent gave a solid which was crystallized from methanol to give 6-methoxy-3-methylbenzo[b]thiophene-2-carboxylic ... Reaction SMILES: [CH3:1][O:2][C:3]1[CH:4]=[CH:5][C:6]2[C:10]([CH3:11])=[C:9]([C:12]([OH:14])=[O:13])[S:8][C:7]=2[CH:15]=1.Cl.[CH3:17]O>>[CH3:17][O:13][C:12]([C:9]1[S:8][C:7]2[CH:15]=[C:3]([O:2][CH3:1])[CH:4]=[CH:5][C:6]=2[C:10]=1[CH3:11])=[O:14]. Yields the product COC(=O)C1=C(C2=C(S1)C=C(C=C2)OC)C (6-methoxy-3-methylbenzo[b]thiophene-2-carboxylic acid methyl ester). Starting materials: COC=1C=CC2=C(SC(=C2C)C(=O)O)C1 (6-methoxy-3-methylbenzo[b]thiophene-2-carboxylic acid), Cl (hydrogen chloride), CO (methanol).